From a dataset of the Open Reaction Database (ORD), a public repository of structured organic reaction records. describe an organic reaction: reactants, conditions, products, and yield Starting materials: C1=CC2=C(C=CC3=C2C(=C1)C(=O)OC3=O)Br (4-bromo-1,8-naphthalic anhydride), C(CCCCC)N (n-hexylamine), C1(=CC=CC=C1)C (toluene), C(Cl)(Cl)Cl (chloroform). Solvent: C(C)(=O)O (acetic acid). Conditions: time 1 hour. Product: BrC=1C=CC=2C(N(C(C3=CC=CC1C23)=O)CCCCCC)=O (6-bromo-2-hexyl-1H-benzo[de]isoquinoline-1,3(2H)-dione). Yield: 74.3%. RXN SMILES: [CH:1]1[CH:10]=[C:9]2[C:11]([O:13][C:14](=[O:15])[C:7]3=[C:8]2[C:3](=[C:4]([Br:16])[CH:5]=[CH:6]3)[CH:2]=1)=O.[CH2:17]([NH2:23])[CH2:18][CH2:19][CH2:20][CH2:21][CH3:22].C1(C)C=CC=CC=1.C(Cl)(Cl)Cl>C(O)(=O)C>[Br:16][C:4]1[CH:5]=[CH:6][C:7]2[C:14](=[O:15])[N:23]([CH2:17][CH2:18][CH2:19][CH2:20][CH2:21][CH3:22])[C:11](=[O:13])[C:9]3[C:8]=2[C:3]=1[CH:2]=[CH:1][CH:10]=3. Procedure: A mixture of 4-bromo-1,8-naphthalic anhydride (21.40 g, 77.2 mmol), n-hexylamine (13.1 mL, 100 mmol), toluene (200 mL), and chloroform (200 mL) was heated to boil for 1 hour. Precipitate formed making stirring difficult. The mixture was acidified with acetic acid, and heating was continued at 90° C. with distillation of chloroform. After all precipitate dissolved, the reaction mixture was poured onto crushed ice (300 g) and acidified with concentrated HCl to pH 1. After the ice melted, the solid...